describe an organic reaction: reactants, conditions, products, and yield From a dataset of the Open Reaction Database (ORD), a public repository of structured organic reaction records. Yields the product COc1ccc(Cn2ncc3c(Oc4ccc([N+](=O)[O-])cc4F)ccnc32)cc1. Reactants: COc1ccc(Cn2ncc3c(O)ccnc32)cc1, O=[N+]([O-])c1ccc(F)c(F)c1. RXN SMILES: [CH3:1][O:2][c:3]1[cH:4][cH:5][c:6]([CH2:7][n:8]2[n:9][cH:10][c:11]3[c:12]2[n:13][cH:14][cH:15][c:16]3[OH:17])[cH:18][cH:19]1.[F:20][c:21]1[c:22]([F:30])[cH:23][c:24]([N+:27](=[O:28])[O-:29])[cH:25][cH:26]1>>[CH3:1][O:2][c:3]1[cH:4][cH:5][c:6]([CH2:7][n:8]2[n:9][cH:10][c:11]3[c:12]2[n:13][cH:14][cH:15][c:16]3[O:17][c:21]2[c:22]([F:30])[cH:23][c:24]([N+:27](=[O:28])[O-:29])[cH:25][cH:26]2)[cH:18][cH:19]1.